This data is from the Open Reaction Database (ORD), a public repository of structured organic reaction records. The task is: describe an organic reaction: reactants, conditions, products, and yield The reactants are CC(C)(C)[Si](C)(C)Cl (TBDMS-Cl), N1C=NC=C1 (imidazole), S1C(=NC=C1)CCCO (3-thiazol-2-yl-propan-1-ol). The solvent is C1CCOC1 (THF). Run at time 8 hour. Product: [Si](C)(C)(C(C)(C)C)OCCCC=1SC=CN1 (2-[3-(tert-Butyldimethylsilanyloxy)propyl]thiazole). Yield: 72.3%. As a reaction SMILES: [CH3:1][C:2]([Si:5](Cl)([CH3:7])[CH3:6])([CH3:4])[CH3:3].N1C=CN=C1.[S:14]1[CH:18]=[CH:17][N:16]=[C:15]1[CH2:19][CH2:20][CH2:21][OH:22]>C1COCC1>[Si:5]([O:22][CH2:21][CH2:20][CH2:19][C:15]1[S:14][CH:18]=[CH:17][N:16]=1)([C:2]([CH3:4])([CH3:3])[CH3:1])([CH3:7])[CH3:6]. Procedure: TBDMS-Cl (10.74 g, 71.2 mmol) and imidazole (5.38 g, 76.8 mmol) were added to a solution of 3-thiazol-2-yl-propan-1-ol (10.0 g 69.8 mmol) in THF (350 mL). Stirring was continued at rt overnight. The reaction mixture was partitioned between aq. sat. NH4Cl and Et2O. The aq. layer was extracted again with Et2O, the combined org. extracts were dried over MgSO4, filtered, and solvents were removed in vacuo. Purification of the crude by FC(CH2Cl2/MeOH 95:5) yielded the title compound as an orange oil ... Starting materials: BrC1=CC(=C(C(=O)N(C)CCCC)C=C1)S(=O)(=O)C(C)C (4-bromo-N-butyl-2-(isopropylsulfonyl)-N-methylbenzamide), C(C)NCCC (N-ethyl-N-propylamine), BrC1=CC(=C(C(=O)O)C=C1)S(=O)(=O)C(C)C (4-bromo-2-(isopropylsulfonyl)benzoic acid), BrC1=CC(=C(C(=O)O)C=C1)S(=O)(=O)C(C)C (4-bromo-2-(isopropylsulfonyl)benzoic acid). Yields the product BrC1=CC(=C(C(=O)N(CCC)CC)C=C1)S(=O)(=O)C(C)C (4-bromo-N-ethyl-2-(isopropylsulfonyl)-N-propylbenzamide). The yield is 80.0%. As a reaction SMILES: [Br:1][C:2]1[CH:15]=[CH:14][C:5]([C:6]([N:8]([CH2:10][CH2:11][CH2:12]C)[CH3:9])=[O:7])=[C:4]([S:16]([CH:19]([CH3:21])[CH3:20])(=[O:18])=[O:17])[CH:3]=1.Br[C:23]1C=CC(C(O)=O)=C(S(C(C)C)(=O)=O)C=1.C(NCCC)C>>[Br:1][C:2]1[CH:15]=[CH:14][C:5]([C:6]([N:8]([CH2:9][CH3:23])[CH2:10][CH2:11][CH3:12])=[O:7])=[C:4]([S:16]([CH:19]([CH3:21])[CH3:20])(=[O:18])=[O:17])[CH:3]=1. Reported procedure: Following the general method as outlined in Intermediate 253, starting from 4-bromo-2-(isopropylsulfonyl)benzoic acid (Intermediate 242) and N-ethyl-N-propylamine, the title compound was obtained as a pink solid in 80% yield. The reactants are C([O-])([O-])=O.[Na+].[Na+] (sodium carbonate), tetrakis (triphenylphosphine)palladium (0), BrC1=C2C=CC=C(C2=CC=C1)C=1OC(=NN1)C (2-(5-Bromo-1-naphthyl)-5-methyl-1,3,4-oxadiazole), C(=O)(O)C1=CC=C(C=C1)B(O)O (4-carboxyphenylboronic acid). The solvent is O (water), C(OC)COC (dimethoxyethane). Yields the product 1.32, C(=O)(O)C1=CC=C(C=C1)C1=CC=CC2=C(C=CC=C12)C=1OC(=NN1)C (1-(4-Carboxyphenyl)-5-(5-methyl-1,3,4-oxadiazol-2-yl)naphthalene). Yield: 77.0%. Reaction SMILES: Br[C:2]1[CH:11]=[CH:10][CH:9]=[C:8]2[C:3]=1[CH:4]=[CH:5][CH:6]=[C:7]2[C:12]1[O:13][C:14]([CH3:17])=[N:15][N:16]=1.[C:18]([C:21]1[CH:26]=[CH:25][C:24](B(O)O)=[CH:23][CH:22]=1)([OH:20])=[O:19].C(=O)([O-])[O-].[Na+].[Na+]>C(COC)OC.O>[C:18]([C:21]1[CH:26]=[CH:25][C:24]([C:2]2[C:3]3[C:8](=[C:7]([C:12]4[O:13][C:14]([CH3:17])=[N:15][N:16]=4)[CH:6]=[CH:5][CH:4]=3)[CH:9]=[CH:10][CH:11]=2)=[CH:23][CH:22]=1)([OH:20])=[O:19] |f:2.3.4|. Procedure: 2-(5-Bromo-1-naphthyl)-5-methyl-1,3,4-oxadiazole (D3) (1.50 g, 5.2 mmol) and 4-carboxyphenylboronic acid (0.86 g, 5.2 mmol) were stirred in dimethoxyethane (DME) (40 ml), and sodium carbonate (2.5 g, 23 mmol) in water (40 ml) was added. The mixture was purged by a stream of Ar for 15 min, when tetrakis (triphenylphosphine)palladium (0) (0.1 g, 0.008 mmol) was added. The mixture was stirred at reflux under Ar for 20 h, and then evaporated to remove DME. The grey suspension was acidified (5M HCl),... Reactants: S(=O)(=O)=O (sulfur trioxide), S(=O)=O (sulfur dioxide), S(=O)(=O)=O (sulfur trioxide), ClC1=C(C(=C(C(=C1Cl)Cl)Cl)Cl)C (2,3,4,5,6-pentachlorotoluene), S(=O)=O (sulfur dioxide), S(=O)(=O)=O (sulfur trioxide). Reaction conditions: time 10 minute. Product: S(O)(O)(=O)=O (sulfuric acid), ClC1=C(C(=C(C(=C1CO)Cl)Cl)Cl)Cl (pentachlorobenzyl alcohol). Reaction SMILES: [Cl:1][C:2]1[C:7]([Cl:8])=[C:6]([Cl:9])[C:5]([Cl:10])=[C:4]([Cl:11])[C:3]=1[CH3:12].S(=O)=[O:14].[S:16](=[O:19])(=[O:18])=[O:17]>>[S:16](=[O:14])(=[O:19])([OH:18])[OH:17].[Cl:1][C:2]1[C:3]([CH2:12][OH:14])=[C:4]([Cl:11])[C:5]([Cl:10])=[C:6]([Cl:9])[C:7]=1[Cl:8]. Procedure details: Liquid sulfur trioxide, (200 ml, 385 g) was added to 26.4 g. (0.1 mole) of pure 2,3,4,5,6-pentachlorotoluene (mp 224°-225° C) placed in a 500 ml 3-neck tared flask provided with stirrer, thermometer and reflux condenser the end of which was attached to a bubble counter so that the rate of gas evolution during the reaction can be visually estimated. External heat was applied to the flask to bring the sulfur trioxide to reflux. Soon a light blue color developed, which turned gradually deeper to a ... Reactants: FC1=C(CN2C(=CC=C2)C(O)C2CCN(CC2)C)C=CC(=C1)F ([1-(2,4-difluorobenzyl)-2-pyrryl]-(1-methylpiperidin-4-yl)methanol), CC(C)([O-])C.[K+] (potassium tert-butoxide). The solvent is C(C)(=O)OCC (ethyl acetate), O1CCCC1 (tetrahydrofuran). Run at temperature 50 celsius. Yields the product FC1=CC2=C(CN3C(C(O2)C2CCN(CC2)C)=CC=C3)C=C1 (8-Fluoro-11-[(1-methyl)piperidin-4-yl]-5H,11H-pyrrolo[2,1-c][1,4]benzoxazepine). RXN SMILES: F[C:2]1[CH:22]=[C:21]([F:23])[CH:20]=[CH:19][C:3]=1[CH2:4][N:5]1[CH:9]=[CH:8][CH:7]=[C:6]1[CH:10]([CH:12]1[CH2:17][CH2:16][N:15]([CH3:18])[CH2:14][CH2:13]1)[OH:11].CC(C)([O-])C.[K+]>O1CCCC1.C(OCC)(=O)C>[F:23][C:21]1[CH:20]=[CH:19][C:3]2[CH2:4][N:5]3[CH:9]=[CH:8][CH:7]=[C:6]3[CH:10]([CH:12]3[CH2:17][CH2:16][N:15]([CH3:18])[CH2:14][CH2:13]3)[O:11][C:2]=2[CH:22]=1 |f:1.2|. Procedure details: To a solution of [1-(2,4-difluorobenzyl)-2-pyrryl]-(1-methylpiperidin-4-yl)methanol(28.1 g; 0.088 mole) in 320 ml of tetrahydrofuran was added potassium tert-butoxide (11.3 g; 0.10 mole). The reaction mixture was warmed (50° C.) for 15 minutes, diluted with ethyl acetate and washed with water (2×). The organics were then dried (saturated NaCl solution, anhydrous MgSO4). This was concentrated to a solid, m.p. 115°-120° C. Reactants: SC=1N(C(C2=C(N1)ON=C2C)=O)C (6-mercapto-3,5-dimethylisoxazolo-[5,4-d]pyrimidin-4(5H)-one), [OH-].[Na+] (sodium hydroxide), CN(C)C=O (DMF), ClC1=CC=C(C(=O)C2=CC=C(CBr)C=C2)C=C1 (4-(4-chlorobenzoyl)benzyl bromide). The solvent is C(C)O (ethanol). Run at time 1 hour. Product: ClC1=CC=C(C(=O)C2=CC=C(CSC=3N(C(C4=C(N3)ON=C4C)=O)C)C=C2)C=C1 (6-[4-(4-Chlorobenzoyl)benzyl]thio-3,5-dimethyl-isoxazolo[5,4-d]pyrimidin-4(5H)-one). The yield is 27.3%. RXN SMILES: [SH:1][C:2]1[N:3]([CH3:13])[C:4](=[O:12])[C:5]2[C:10]([CH3:11])=[N:9][O:8][C:6]=2[N:7]=1.[OH-].[Na+].CN(C=O)C.[Cl:21][C:22]1[CH:37]=[CH:36][C:25]([C:26]([C:28]2[CH:35]=[CH:34][C:31]([CH2:32]Br)=[CH:30][CH:29]=2)=[O:27])=[CH:24][CH:23]=1>C(O)C>[Cl:21][C:22]1[CH:23]=[CH:24][C:25]([C:26]([C:28]2[CH:35]=[CH:34][C:31]([CH2:32][S:1][C:2]3[N:3]([CH3:13])[C:4](=[O:12])[C:5]4[C:10]([CH3:11])=[N:9][O:8][C:6]=4[N:7]=3)=[CH:30][CH:29]=2)=[O:27])=[CH:36][CH:37]=1 |f:1.2|. Procedure details: To a solution of 6-mercapto-3,5-dimethylisoxazolo-[5,4-d]pyrimidin-4(5H)-one (800 mg) and sodium hydroxide (165 mg) in 50% ethanol (10 ml)-DMF (10 ml) was added 4-(4-chlorobenzoyl)benzyl bromide (1.25 g) and the mixture was stirred at room temperature for 1 hour. This reaction mixture was concentrated and the residue was purified by silica gel column chromatography (hexane:ethyl acetate=2:1) to provide the title compound as colorless solid (470 mg). 1H-NMR (CDCl3) 8: 2.57(3H,s), 3.55(3H,s), 4.59... Starting materials: C(C)(C)[Si](N1C=C(C=C1)C=1C=CC=2N(C1)C=C(N2)C(=O)OCC)(C(C)C)C(C)C (Ethyl 6-[1-(triisopropylsilyl)-1H-pyrrol-3-yl]imidazo[1,2-a]pyridine-2-carboxylate), S1C=C(C=C1)B(O)O (thiophene-3-boronic acid). The product is S1C=C(C=C1)C=1C=CC=2N(C1)C=C(N2)C(=O)OCC (Ethyl 6-(thiophen-3-yl)imidazo[1,2-a]pyridine-2-carboxylate). As a reaction SMILES: C([Si](C(C)C)(C(C)C)N1[CH:9]=[CH:8][C:7]([C:10]2[CH:11]=[CH:12][C:13]3[N:14]([CH:16]=[C:17]([C:19]([O:21][CH2:22][CH3:23])=[O:20])[N:18]=3)[CH:15]=2)=[CH:6]1)(C)C.[S:30]1C=CC(B(O)O)=C1>>[S:30]1[CH:9]=[CH:8][C:7]([C:10]2[CH:11]=[CH:12][C:13]3[N:14]([CH:16]=[C:17]([C:19]([O:21][CH2:22][CH3:23])=[O:20])[N:18]=3)[CH:15]=2)=[CH:6]1. Procedure details: This product is prepared under conditions similar to those described for the preparation of Intermediate 15 (step 15.1), replacing the 1-(triisopropylsilyl)pyrrole-3-boronic acid with thiophene-3-boronic acid (catalyst: dichlorobis(triphenylphosphine)palladium). The reactants are N(=NC(=O)OCC)C(=O)OCC (Diethyl azocarboxylate), O([Si](C1=CC=CC=C1)(C1=CC=CC=C1)C(C)(C)C)CCC1(CCCCC1)CCO (2-[1-[2-(tert-Butyldiphenylsiloxy)ethyl]cyclohexyl]ethanol), C1(C=2C(C(N1)=O)=CC=CC2)=O (phthalimide), C1(=CC=CC=C1)P(C1=CC=CC=C1)C1=CC=CC=C1 (triphenylphosphine). Solvent: O1CCCC1 (tetrahydrofuran). Run at time 20 minute. The product is O([Si](C1=CC=CC=C1)(C1=CC=CC=C1)C(C)(C)C)CCC1(CCCCC1)CCN1C(C=2C(C1=O)=CC=CC2)=O (N-[2-[1-[2-(tert-Butyldiphenylsiloxy)ethyl]cyclohexyl]ethyl]-phthalimide). Yield: 66.8%. Reaction SMILES: [O:1]([CH2:19][CH2:20][C:21]1([CH2:27][CH2:28]O)[CH2:26][CH2:25][CH2:24][CH2:23][CH2:22]1)[Si:2]([C:15]([CH3:18])([CH3:17])[CH3:16])([C:9]1[CH:14]=[CH:13][CH:12]=[CH:11][CH:10]=1)[C:3]1[CH:8]=[CH:7][CH:6]=[CH:5][CH:4]=1.[C:30]1(=[O:40])[NH:34][C:33](=[O:35])[C:32]2=[CH:36][CH:37]=[CH:38][CH:39]=[C:31]12.C1(P(C2C=CC=CC=2)C2C=CC=CC=2)C=CC=CC=1.N(C(OCC)=O)=NC(OCC)=O>O1CCCC1>[O:1]([CH2:19][CH2:20][C:21]1([CH2:27][CH2:28][N:34]2[C:30](=[O:40])[C:31]3=[CH:39][CH:38]=[CH:37][CH:36]=[C:32]3[C:33]2=[O:35])[CH2:22][CH2:23][CH2:24][CH2:25][CH2:26]1)[Si:2]([C:15]([CH3:18])([CH3:17])[CH3:16])([C:9]1[CH:10]=[CH:11][CH:12]=[CH:13][CH:14]=1)[C:3]1[CH:8]=[CH:7][CH:6]=[CH:5][CH:4]=1. Procedure details: 2-[1-[2-(tert-Butyldiphenylsiloxy)ethyl]cyclohexyl]ethanol (1.23 g), phthalimide (530 mg) and triphenylphosphine (1.10 g) were dissolved in tetrahydrofuran (15 mL) and stirred for 20 minutes. Diethyl azocarboxylate (0.57 mL) was then added to the solution, and it was stirred at room temperature for 18 hours. The solvent was distilled off under reduced pressure, and the resulting residue was purified by chromatography (silica gel, 15-20% ethyl acetate:hexane) to give the title compound (1.08 g). Reactants: CC(C)(C)OC(=O)CBr, CCCCCCCCC(=O)N1C(=O)OCC1C(C)C. Yields the product CCCCCCCC(CC(=O)OC(C)(C)C)C(=O)N1C(=O)OCC1C(C)C. Reaction SMILES: [Br:20][CH2:21][C:22](=[O:23])[O:24][C:25]([CH3:26])([CH3:27])[CH3:28].[CH:1]([CH3:2])([CH3:3])[CH:4]1[N:5]([C:10]([CH2:11][CH2:12][CH2:13][CH2:14][CH2:15][CH2:16][CH2:17][CH3:18])=[O:19])[C:6](=[O:9])[O:7][CH2:8]1>>[CH:1]([CH3:2])([CH3:3])[CH:4]1[N:5]([C:10]([CH:11]([CH2:12][CH2:13][CH2:14][CH2:15][CH2:16][CH2:17][CH3:18])[CH2:21][C:22](=[O:23])[O:24][C:25]([CH3:26])([CH3:27])[CH3:28])=[O:19])[C:6](=[O:9])[O:7][CH2:8]1. Reactants: CN(C)C=O, O=C1CCC(=O)N1I, COc1ccc(Nc2nn3ccnc3s2)cc1. The product is COc1ccc(Nc2nn3c(I)cnc3s2)cc1. As a reaction SMILES: [CH3:26][N:27]([CH3:28])[CH:29]=[O:30].[I:18][N:19]1[C:20](=[O:21])[CH2:22][CH2:23][C:24]1=[O:25].[s:1]1[c:2]2[n:3]([n:4][c:5]1[NH:6][c:7]1[cH:8][cH:9][c:10]([O:13][CH3:14])[cH:11][cH:12]1)[cH:15][cH:16][n:17]2>>[s:1]1[c:2]2[n:3]([n:4][c:5]1[NH:6][c:7]1[cH:8][cH:9][c:10]([O:13][CH3:14])[cH:11][cH:12]1)[c:15]([I:18])[cH:16][n:17]2.